From a dataset of the Open Reaction Database (ORD), a public repository of structured organic reaction records. describe an organic reaction: reactants, conditions, products, and yield Reactants: COc1cccc(-c2cc(OC)ccc2Br)c1, [Li]C(C)(C)C, CN(C)C=O, Cl, O. Yields the product COc1cccc(-c2cc(OC)ccc2C(=O)O)c1. As a reaction SMILES: [Br:1][c:2]1[c:3](-[c:10]2[cH:11][cH:12][cH:13][c:14]([O:16][CH3:17])[cH:15]2)[cH:4][c:5]([O:8][CH3:9])[cH:6][cH:7]1.[C:18]([Li:19])([CH3:20])([CH3:21])[CH3:22].[CH3:25][N:26]([CH:27]=[O:28])[CH3:29].[ClH:23].[OH2:24]>>[c:2]1([C:27](=[O:24])[OH:28])[c:3](-[c:10]2[cH:11][cH:12][cH:13][c:14]([O:16][CH3:17])[cH:15]2)[cH:4][c:5]([O:8][CH3:9])[cH:6][cH:7]1. The reactants are ClCCl, CCOC(=O)C(C)c1onc(-c2ccccc2)c1-c1ccc(S(N)(=O)=O)cc1, [Na+], C1COCCO1, [OH-], O. Product: CC(C(=O)O)c1onc(-c2ccccc2)c1-c1ccc(S(N)(=O)=O)cc1. Reaction SMILES: [Cl:32][CH2:33][Cl:34].[NH2:1][S:2](=[O:3])(=[O:4])[c:5]1[cH:6][cH:7][c:8](-[c:11]2[c:12](-[c:23]3[cH:24][cH:25][cH:26][cH:27][cH:28]3)[n:13][o:14][c:15]2[CH:16]([C:17](=[O:18])[O:19][CH2:20][CH3:21])[CH3:22])[cH:9][cH:10]1.[Na+:30].[O:35]1[CH2:36][CH2:37][O:38][CH2:39][CH2:40]1.[OH-:29].[OH2:31]>>[NH2:1][S:2](=[O:3])(=[O:4])[c:5]1[cH:6][cH:7][c:8](-[c:11]2[c:12](-[c:23]3[cH:24][cH:25][cH:26][cH:27][cH:28]3)[n:13][o:14][c:15]2[CH:16]([C:17](=[O:18])[OH:19])[CH3:22])[cH:9][cH:10]1.